Task: describe an organic reaction: reactants, conditions, products, and yield. Dataset: the Open Reaction Database (ORD), a public repository of structured organic reaction records Reaction SMILES: [CH3:31][C:32](=[O:33])[CH3:34].[Cl:1][c:2]1[c:3]([CH:8]2[C:9]([C:26](=[O:27])[O:28][CH3:29])=[CH:10][NH:11][C:12]([CH:19]([O:20][CH2:24][CH3:25])[O:21][CH2:22][CH3:23])=[C:13]2[C:14](=[O:15])[O:16][CH2:17][CH3:18])[cH:4][cH:5][cH:6][cH:7]1.[ClH:30]>>[Cl:1][c:2]1[c:3]([CH:8]2[C:9]([C:26](=[O:27])[O:28][CH3:29])=[CH:10][NH:11][C:12]([CH:19]=[O:20])=[C:13]2[C:14](=[O:15])[O:16][CH2:17][CH3:18])[cH:4][cH:5][cH:6][cH:7]1. Yields the product CCOC(=O)C1=C(C=O)NC=C(C(=O)OC)C1c1ccccc1Cl. The reactants are CC(C)=O, CCOC(=O)C1=C(C(OCC)OCC)NC=C(C(=O)OC)C1c1ccccc1Cl, Cl.